Dataset: the Open Reaction Database (ORD), a public repository of structured organic reaction records. Task: describe an organic reaction: reactants, conditions, products, and yield Reaction SMILES: [Br:12][c:13]1[cH:14][cH:15][c:16]([NH2:17])[cH:18][cH:19]1.[CH2:27]([OH:28])[CH2:29][CH2:30][CH3:31].[Cl:1][c:2]1[s:3][c:4]2[c:5]([n:6]1)[cH:7][cH:8][c:9]([F:11])[cH:10]2.[ClH:20].[O:21]1[CH2:22][CH2:23][O:24][CH2:25][CH2:26]1>>[c:2]1([NH:17][c:16]2[cH:15][cH:14][c:13]([Br:12])[cH:19][cH:18]2)[s:3][c:4]2[c:5]([n:6]1)[cH:7][cH:8][c:9]([F:11])[cH:10]2. Starting materials: Nc1ccc(Br)cc1, CCCCO, Fc1ccc2nc(Cl)sc2c1, Cl, C1COCCO1. The product is Fc1ccc2nc(Nc3ccc(Br)cc3)sc2c1. The reactants are CS(=O)C1=NN2C(C=N1)=CC=C2C2=C(C=CC=C2)N(S(=O)(=O)C)C (N-[2-(2-Methanesulfinyl-pyrrolo[2,1-f][1,2,4]triazin-7-yl)-phenyl]-N-methyl-methanesulfonamide), CS(=O)(=O)O (methanesulfonic acid), COC1=C(C=C2CN(CC2=C1)C)N (6-methoxy-2-methyl-2,3-dihydro-1H-isoindol-5-ylamine). Run in COCC(C)O (1-methoxy-2-propanol). Conditions: temperature 135 celsius, time 24 hour. The product is COC1=C(C=C2CN(CC2=C1)C)NC1=NN2C(C=N1)=CC=C2C2=C(C=CC=C2)N(S(=O)(=O)C)C (N-{2-[2-(6-Methoxy-2-methyl-2,3-dihydro-1H-isoindol-5-ylamino)-pyrrolo[2,1-f][1,2,4]triazin-7-yl]-phenyl}-N-methyl-methanesulfonamide). Reaction SMILES: CS([C:4]1[N:9]=[CH:8][C:7]2=[CH:10][CH:11]=[C:12]([C:13]3[CH:18]=[CH:17][CH:16]=[CH:15][C:14]=3[N:19]([CH3:24])[S:20]([CH3:23])(=[O:22])=[O:21])[N:6]2[N:5]=1)=O.CS(O)(=O)=O.[CH3:30][O:31][C:32]1[CH:40]=[C:39]2[C:35]([CH2:36][N:37]([CH3:41])[CH2:38]2)=[CH:34][C:33]=1[NH2:42]>COCC(O)C>[CH3:30][O:31][C:32]1[CH:40]=[C:39]2[C:35]([CH2:36][N:37]([CH3:41])[CH2:38]2)=[CH:34][C:33]=1[NH:42][C:4]1[N:9]=[CH:8][C:7]2=[CH:10][CH:11]=[C:12]([C:13]3[CH:18]=[CH:17][CH:16]=[CH:15][C:14]=3[N:19]([CH3:24])[S:20]([CH3:23])(=[O:22])=[O:21])[N:6]2[N:5]=1. Procedure details: N-[2-(2-Methanesulfinyl-pyrrolo[2,1-f][1,2,4]triazin-7-yl)-phenyl]-N-methyl-methanesulfonamide (90.00 mg, 0.247), methanesulfonic acid (0.048 mL, 0.74 mmol) and 6-methoxy-2-methyl-2,3-dihydro-1H-isoindol-5-ylamine (88.03 mg, 0.494 mmol) were combined in 1-methoxy-2-propanol (1.45 mL) in a capped tube and the reaction was stirred at 135° C. for 24 h. The product was isolated by reverse phase hplc and neutralization to the free amine to afford N-{2-[2-(6-methoxy-2-methyl-2,3-dihydro-1H-isoindol-5-... Starting materials: [Cl-], Clc1cc(Cl)ncn1, CC(CO)(C(F)(F)F)C(F)(F)F, [H-], [NH4+], [Na+], C1CCOC1. The product is CC(COc1cc(Cl)ncn1)(C(F)(F)F)C(F)(F)F. As a reaction SMILES: [Cl-:23].[Cl:15][c:16]1[n:17][cH:18][n:19][c:20]([Cl:22])[cH:21]1.[F:3][C:4]([C:5]([CH2:6][OH:7])([CH3:8])[C:9]([F:10])([F:11])[F:12])([F:13])[F:14].[H-:1].[NH4+:24].[Na+:2].[O:25]1[CH2:26][CH2:27][CH2:28][CH2:29]1>>[F:3][C:4]([C:5]([CH2:6][O:7][c:20]1[n:19][cH:18][n:17][c:16]([Cl:15])[cH:21]1)([CH3:8])[C:9]([F:10])([F:11])[F:12])([F:13])[F:14]. The yield is 61.0%. Starting materials: N1CCC(C(=O)OCC)CC1 (Ethyl isonipecotate), C(=O)O (formic acid), C=O (formaldehyde), C([O-])(O)=O.[Na+] (sodium bicarbonate). Yields the product C(C)OC(=O)C1CCN(CC1)C (1-methyl-piperidine-4-carboxylic acid ethyl ester). Solvent: ClCCl (dichloromethane). Reported procedure: Ethyl isonipecotate (3.0 g, 19.1 mmol) was added to a mixture of 90% formic acid (10 mL) and 30% aqueous formaldehyde (10 mL, 100 mmol) then the mixture was heated at reflux for 24 h. After cooling, the mixture was concentrated in vacuo to give an oil which was dissolved in dichloromethane. Solid sodium bicarbonate (1 g) was added and the mixture stirred for 1 h then filtered. The filtrate was concentrated in vacuo to afford 1-methyl-piperidine-4-carboxylic acid ethyl ester (2.0 g, 61%) as a liq... Reaction SMILES: [NH:1]1[CH2:11][CH2:10][CH:4]([C:5]([O:7][CH2:8][CH3:9])=[O:6])[CH2:3][CH2:2]1.[CH:12](O)=O.C=O.C(=O)(O)[O-].[Na+]>ClCCl>[CH2:8]([O:7][C:5]([CH:4]1[CH2:3][CH2:2][N:1]([CH3:12])[CH2:11][CH2:10]1)=[O:6])[CH3:9] |f:3.4|. Reaction conditions: time 1 hour.